From a dataset of the Open Reaction Database (ORD), a public repository of structured organic reaction records. describe an organic reaction: reactants, conditions, products, and yield Reactants: [K+], [K+], O=[N+]([O-])c1ccc2cc[nH]c2c1, O=C([O-])[O-], CN(C)C=O, O. The product is Cn1ccc2ccc([N+](=O)[O-])cc21. Reaction SMILES: [K+:13].[K+:14].[N+:1](=[O:2])([O-:3])[c:4]1[cH:5][cH:6][c:7]2[cH:8][cH:9][nH:10][c:11]2[cH:12]1.[O-:15][C:16]([O-:17])=[O:18].[O:20]=[CH:21][N:22]([CH3:23])[CH3:24].[OH2:19]>>[N+:1](=[O:2])([O-:3])[c:4]1[cH:5][cH:6][c:7]2[cH:8][cH:9][n:10]([CH3:16])[c:11]2[cH:12]1. Reactants: N1(CCOCC1)CCN (2-morpholin-4-yl-ethylamine), NC1=NOC(=C1)C=1C(NC2=CC=C(C=C2C1C1=CC=CC=C1)Cl)=O (3-(3-amino-isoxazol-5-yl)-6-chloro-4-phenyl-1H-quinolin-2-one), N1=C(C=CC=C1C)C (2,6-lutidine), ClC(=O)OC1=CC=C(C=C1)[N+](=O)[O-] (4-nitrophenyl chloroformate). Solvent: CC(=O)N(C)C (DMA). Reaction conditions: temperature 25 celsius, time 10 minute. Yields the product ClC=1C=C2C(=C(C(NC2=CC1)=O)C1=CC(=NO1)NC(=O)NCCN1CCOCC1)C1=CC=CC=C1 (1-[5-(6-Chloro-2-oxo-4-phenyl-1,2-dihydro-quinolin-3-yl)-isoxazol-3-yl]-3-(2-morpholin-4-yl-ethyl)-urea). Reaction SMILES: [NH2:1][C:2]1[CH:6]=[C:5]([C:7]2[C:8](=[O:24])[NH:9][C:10]3[C:15]([C:16]=2[C:17]2[CH:22]=[CH:21][CH:20]=[CH:19][CH:18]=2)=[CH:14][C:13]([Cl:23])=[CH:12][CH:11]=3)[O:4][N:3]=1.N1C(C)=CC=CC=1C.Cl[C:34](OC1C=CC([N+]([O-])=O)=CC=1)=[O:35].[N:46]1([CH2:52][CH2:53][NH2:54])[CH2:51][CH2:50][O:49][CH2:48][CH2:47]1>CC(N(C)C)=O>[Cl:23][C:13]1[CH:14]=[C:15]2[C:10](=[CH:11][CH:12]=1)[NH:9][C:8](=[O:24])[C:7]([C:5]1[O:4][N:3]=[C:2]([NH:1][C:34]([NH:54][CH2:53][CH2:52][N:46]3[CH2:51][CH2:50][O:49][CH2:48][CH2:47]3)=[O:35])[CH:6]=1)=[C:16]2[C:17]1[CH:22]=[CH:21][CH:20]=[CH:19][CH:18]=1. Procedure: A flask charged with 3-(3-amino-isoxazol-5-yl)-6-chloro-4-phenyl-1H-quinolin-2-one (example 59)(15 mg, 0.045 mmol), 2,6-lutidine (5.5 mg, 0.052 mmol), 4-nitrophenyl chloroformate (10 mg, 0.05 mmol), and DMA (0.3 mL) was stirred at 25° C. for 10 mins and then 2-morpholin-4-yl-ethylamine (12 mg, 0.092 mmol) was added and stirring continued for 30 mins. The reaction was concentrated and the title compound was purified by RP-HPLC, eluting with 20-50% CH3CN in 0.1% TFA/H2O over 10 mins to give 6 mg (...